From a dataset of the Open Reaction Database (ORD), a public repository of structured organic reaction records. describe an organic reaction: reactants, conditions, products, and yield Starting materials: Cc1c(Cl)ccc(O)c1S(=O)(=O)O, [GeH4]. The product is Cc1cc(O)ccc1Cl. RXN SMILES: [Cl:2][c:3]1[cH:4][cH:5][c:6]([OH:14])[c:7]([S:10]([OH:11])(=[O:12])=[O:13])[c:8]1[CH3:9].[GeH4:1]>>[Cl:2][c:3]1[cH:4][cH:5][c:6]([OH:14])[cH:7][c:8]1[CH3:9]. Procedure details: To a solution of 2-[4(2-bromo-ethoxy)-3,5-dimethyl-phenyl]-5-methoxy3H-quinazolin-4-one (0.50 g, 1.20 mmol) in N,N-dimethylformamide (10 mL) was added pyrrolidine (0.53 g, 7.40 mmol) and the reaction mixture was stirred at room temperature for 15 hours. DMF was removed under reduced pressure, the residue was purified by column chromatography (silica gel 230-400 mesh; 5% methanol in dichloromethane as eluent) to give the title compound as a white solid. Yield: 0.25 g (52%). MP 157-158° C. 1H NMR ... Run at time 15 hour. Reactants: BrCCOC1=C(C=C(C=C1C)C1=NC2=CC=CC(=C2C(N1)=O)OC)C (2-[4(2-bromo-ethoxy)-3,5-dimethyl-phenyl]-5-methoxy3H-quinazolin-4-one), N1CCCC1 (pyrrolidine). The solvent is CN(C=O)C (N,N-dimethylformamide). The product is CC=1C=C(C=C(C1OCCN1CCCC1)C)C1=NC2=CC=CC(=C2C(N1)=O)OC (2-(3,5-Dimethyl-4-(2-(pyrrolidin-1-yl)ethoxy)phenyl)-5-methoxyquinazolin-4(3H)-one). RXN SMILES: Br[CH2:2][CH2:3][O:4][C:5]1[C:10]([CH3:11])=[CH:9][C:8]([C:12]2[NH:21][C:20](=[O:22])[C:19]3[C:14](=[CH:15][CH:16]=[CH:17][C:18]=3[O:23][CH3:24])[N:13]=2)=[CH:7][C:6]=1[CH3:25].[NH:26]1[CH2:30][CH2:29][CH2:28][CH2:27]1>CN(C)C=O>[CH3:25][C:6]1[CH:7]=[C:8]([C:12]2[NH:21][C:20](=[O:22])[C:19]3[C:14](=[CH:15][CH:16]=[CH:17][C:18]=3[O:23][CH3:24])[N:13]=2)[CH:9]=[C:10]([CH3:11])[C:5]=1[O:4][CH2:3][CH2:2][N:26]1[CH2:30][CH2:29][CH2:28][CH2:27]1. Starting materials: O=C([O-])[O-], CCC(C)(CNC(=O)OC(C)(C)C)c1cccc(B2OC(C)(C)C(C)(C)O2)c1, Clc1n[nH]c2nccc(I)c12, [Na+], [Na+], C1COCCO1, c1ccc(P(c2ccccc2)(c2ccccc2)[Pd](P(c2ccccc2)(c2ccccc2)c2ccccc2)(P(c2ccccc2)(c2ccccc2)c2ccccc2)P(c2ccccc2)(c2ccccc2)c2ccccc2)cc1. Product: CCC(C)(CNC(=O)OC(C)(C)C)c1cccc(-c2ccnc3[nH]nc(Cl)c23)c1. Reaction SMILES: [C:40](=[O:41])([O-:42])[O-:43].[CH3:12][C:13]([CH2:14][NH:15][C:16]([O:17][C:18]([CH3:19])([CH3:20])[CH3:21])=[O:22])([CH2:23][CH3:24])[c:25]1[cH:26][c:27]([B:31]2[O:32][C:33]([CH3:34])([CH3:35])[C:36]([CH3:37])([CH3:38])[O:39]2)[cH:28][cH:29][cH:30]1.[Cl:1][c:2]1[n:3][nH:4][c:5]2[n:6][cH:7][cH:8][c:9]([I:11])[c:10]12.[Na+:44].[Na+:45].[O:123]1[CH2:124][CH2:125][O:126][CH2:127][CH2:128]1.[cH:46]1[cH:47][cH:48][c:49]([P:50]([Pd:51]([P:52]([c:53]2[cH:54][cH:55][cH:56][cH:57][cH:58]2)([c:59]2[cH:60][cH:61][cH:62][cH:63][cH:64]2)[c:65]2[cH:66][cH:67][cH:68][cH:69][cH:70]2)([P:71]([c:72]2[cH:73][cH:74][cH:75][cH:76][cH:77]2)([c:78]2[cH:79][cH:80][cH:81][cH:82][cH:83]2)[c:84]2[cH:85][cH:86][cH:87][cH:88][cH:89]2)[P:90]([c:91]2[cH:92][cH:93][cH:94][cH:95][cH:96]2)([c:97]2[cH:98][cH:99][cH:100][cH:101][cH:102]2)[c:103]2[cH:104][cH:105][cH:106][cH:107][cH:108]2)([c:109]2[cH:110][cH:111][cH:112][cH:113][cH:114]2)[c:115]2[cH:116][cH:117][cH:118][cH:119][cH:120]2)[cH:121][cH:122]1>>[Cl:1][c:2]1[n:3][nH:4][c:5]2[n:6][cH:7][cH:8][c:9](-[c:27]3[cH:26][c:25]([C:13]([CH3:12])([CH2:14][NH:15][C:16]([O:17][C:18]([CH3:19])([CH3:20])[CH3:21])=[O:22])[CH2:23][CH3:24])[cH:30][cH:29][cH:28]3)[c:10]12. Starting materials: solid, Cl.Cl.Cl.O1CCC=2C(=NC=CC21)N2CCN(CC2)CC[C@@H]2CC[C@H](CC2)N (trans-4-{2-[4-(2,3-dihydrofuro[3,2-c]pyridin-4-yl)-piperazin-1-yl]-ethyl}-cyclohexanamine trihydrochloride), Cl.Cl.Cl.O1CCC=2C(=NC=CC21)N2CCN(CC2)CC[C@@H]2CC[C@H](CC2)N (trans-4-{2-[4-(2,3-dihydrofuro[3,2-c]pyridin-4-yl)-piperazin-1-yl]-ethyl}-cyclohexanamine trihydrochloride), C1(=CC=CC=C1)S(=O)(=O)Cl (benzene-sulfonyl chloride). Product: O1CCC=2C(=NC=CC21)N2CCN(CC2)CC[C@@H]2CC[C@H](CC2)NS(=O)(=O)C2=CC=CC=C2 (trans-N-(4-{2-[4-(2,3-Dihydro-furo[3,2-c]pyridin-4-yl)-piperazin-1-yl]-ethyl}-cyclohexyl)-benzenesulfonamide). RXN SMILES: Cl.Cl.Cl.[O:4]1[C:12]2[CH:11]=[CH:10][N:9]=[C:8]([N:13]3[CH2:18][CH2:17][N:16]([CH2:19][CH2:20][C@H:21]4[CH2:26][CH2:25][C@H:24]([NH2:27])[CH2:23][CH2:22]4)[CH2:15][CH2:14]3)[C:7]=2[CH2:6][CH2:5]1.[C:28]1([S:34](Cl)(=[O:36])=[O:35])[CH:33]=[CH:32][CH:31]=[CH:30][CH:29]=1>>[O:4]1[C:12]2[CH:11]=[CH:10][N:9]=[C:8]([N:13]3[CH2:18][CH2:17][N:16]([CH2:19][CH2:20][C@H:21]4[CH2:26][CH2:25][C@H:24]([NH:27][S:34]([C:28]5[CH:33]=[CH:32][CH:31]=[CH:30][CH:29]=5)(=[O:36])=[O:35])[CH2:23][CH2:22]4)[CH2:15][CH2:14]3)[C:7]=2[CH2:6][CH2:5]1 |f:0.1.2.3|. Procedure: The title compound, light yellow solid (75 mg, 64%), MS (ISP) m/z=471.4 [(M+H)+], mp 168.5° C., was prepared in accordance with the general method of example 48 from trans-4-{2-[4-(2,3-dihydrofuro[3,2-c]pyridin-4-yl)-piperazin-1-yl]-ethyl}-cyclohexanamine trihydrochloride (intermediate C) (110 mg, 0.25 mmol) and benzene-sulfonyl chloride. Starting materials: CCN(C(C)C)C(C)C, Cc1cc(Cl)cnc1CN(Cc1ncccc1C(C)(C)c1ccccc1)C1CCNCC1, CN(C)C=O, O=C(Nc1ncc[nH]1)n1ccnc1. Product: Cc1cc(Cl)cnc1CN(Cc1ncccc1C(C)(C)c1ccccc1)C1CCN(C(=O)Nc2ncc[nH]2)CC1. RXN SMILES: [CH:46]([N:47]([CH2:48][CH3:49])[CH:50]([CH3:51])[CH3:52])([CH3:53])[CH3:54].[Cl:1][c:2]1[cH:3][c:4]([CH3:32])[c:5]([CH2:8][N:9]([CH:10]2[CH2:11][CH2:12][NH:13][CH2:14][CH2:15]2)[CH2:16][c:17]2[n:18][cH:19][cH:20][cH:21][c:22]2[C:23]([CH3:24])([c:25]2[cH:26][cH:27][cH:28][cH:29][cH:30]2)[CH3:31])[n:6][cH:7]1.[O:55]=[CH:56][N:57]([CH3:58])[CH3:59].[nH:33]1[c:34]([NH:38][C:39](=[O:40])[n:41]2[cH:42][cH:43][n:44][cH:45]2)[n:35][cH:36][cH:37]1>>[Cl:1][c:2]1[cH:3][c:4]([CH3:32])[c:5]([CH2:8][N:9]([CH:10]2[CH2:11][CH2:12][N:13]([C:39]([NH:38][c:34]3[nH:33][cH:37][cH:36][n:35]3)=[O:40])[CH2:14][CH2:15]2)[CH2:16][c:17]2[n:18][cH:19][cH:20][cH:21][c:22]2[C:23]([CH3:24])([c:25]2[cH:26][cH:27][cH:28][cH:29][cH:30]2)[CH3:31])[n:6][cH:7]1. Starting materials: solution, CO.O (methanol water), CC1=NOC(=C1)C(C(=O)OC)=C (methyl 3-methyl-5-isoxazolylacrylate), [H-].C(C(C)C)[Al+]CC(C)C (di-isobutyl aluminum hydride). Reaction conditions: temperature -70 celsius, time 30 minute. Yield: 67.6%. Solvent: ClCCl (dichloromethane), C1(=CC=CC=C1)C (toluene). Procedure details: A 8 g quantity of methyl 3-methyl-5-isoxazolylacrylate was dissolved in 150 ml of dichloromethane. To the solution was added dropwise with cooling at -70° C. or lower 100 ml of a 25% solution of di-isobutyl aluminum hydride in toluene. After the addition, the reaction was effected for 30 minutes and then the excess of the reducing agent was decomposed with methanol-water. The organic layer was separated and dried over anhydrous sodium sulfate. After drying, the solvent was removed by distillatio... As a reaction SMILES: [CH3:1][C:2]1[CH:6]=[C:5]([C:7](=[CH2:12])C(OC)=O)[O:4][N:3]=1.[H-].C([Al+]CC(C)C)C(C)C.[CH3:23][OH:24].O>ClCCl.C1(C)C=CC=CC=1>[CH3:1][C:2]1[CH:6]=[C:5]([CH:7]=[CH:12][CH2:23][OH:24])[O:4][N:3]=1 |f:1.2,3.4|. The product is CC1=NOC(=C1)C=CCO (3-methyl-5-isoxazolyl-allyl alcohol).